This data is from the Open Reaction Database (ORD), a public repository of structured organic reaction records. The task is: describe an organic reaction: reactants, conditions, products, and yield Starting materials: C(C)OC=1C(C(C1NC1=CC=NC=C1)=O)=O (3-ethoxy-4-(pyridin-4-yl-amino)-3-cyclobutene-1,2-dione), ClC1=CC=C(C=C1)NCCCCCCN (N-(4-chlorophenyl)-hexane-1,6-diamine). The product is ClC1=CC=C(C=C1)NCCCCCCNC=1C(C(C1NC1=CC=NC=C1)=O)=O (3-[6-(4-Chlorophenylamino)-hexylamino]-4-(pyridin-4-yl-amino)-cyclobut-3-ene-1,2-dione). The yield is 89.0%. Reaction SMILES: C(O[C:4]1[C:5](=[O:16])[C:6](=[O:15])[C:7]=1[NH:8][C:9]1[CH:14]=[CH:13][N:12]=[CH:11][CH:10]=1)C.[Cl:17][C:18]1[CH:23]=[CH:22][C:21]([NH:24][CH2:25][CH2:26][CH2:27][CH2:28][CH2:29][CH2:30][NH2:31])=[CH:20][CH:19]=1>>[Cl:17][C:18]1[CH:19]=[CH:20][C:21]([NH:24][CH2:25][CH2:26][CH2:27][CH2:28][CH2:29][CH2:30][NH:31][C:4]2[C:5](=[O:16])[C:6](=[O:15])[C:7]=2[NH:8][C:9]2[CH:10]=[CH:11][N:12]=[CH:13][CH:14]=2)=[CH:22][CH:23]=1. Reported procedure: The title compound was prepared according to the procedure described in example 1B starting from 3-ethoxy-4-(pyridin-4-yl-amino)-3-cyclobutene-1,2-dione prepared according to example 7A and N-(4-chlorophenyl)-hexane-1,6-diamine. Reactants: CC=1NC(=C(C1C#N)C)CC1=C(C=CC=C1)S(=O)(=O)N1CCCC1 (2,4-dimethyl-5-(2-(pyrrolidin-1-ylsulfonyl)benzyl)-1H-pyrrole-3-carbonitrile), C([O-])([O-])=O.[Cs+].[Cs+] (cesium carbonate), BrCC(=O)OCC (ethyl bromoacetate). The reagents and catalysts are CCCC[N+](CCCC)(CCCC)CCCC.[I-] (TBAI). Solvent: CN(C)C=O (DMF), C(C)(=O)OCC (ethyl acetate). Run at temperature 60 celsius. Product: C(#N)C1=C(N(C(=C1C)CC1=C(C=CC=C1)S(=O)(=O)N1CCCC1)CC(=O)OCC)C (ethyl 2-(3-cyano-2,4-dimethyl-5-(2-(pyrrolidin-1-ylsulfonyl)benzyl)-1H-pyrrol-1-yl)acetate). Isolated yield 44.7%. RXN SMILES: [CH3:1][C:2]1[NH:3][C:4]([CH2:10][C:11]2[CH:16]=[CH:15][CH:14]=[CH:13][C:12]=2[S:17]([N:20]2[CH2:24][CH2:23][CH2:22][CH2:21]2)(=[O:19])=[O:18])=[C:5]([CH3:9])[C:6]=1[C:7]#[N:8].C(=O)([O-])[O-].[Cs+].[Cs+].Br[CH2:32][C:33]([O:35][CH2:36][CH3:37])=[O:34]>CCCC[N+](CCCC)(CCCC)CCCC.[I-].CN(C=O)C.C(OCC)(=O)C>[C:7]([C:6]1[C:5]([CH3:9])=[C:4]([CH2:10][C:11]2[CH:16]=[CH:15][CH:14]=[CH:13][C:12]=2[S:17]([N:20]2[CH2:24][CH2:23][CH2:22][CH2:21]2)(=[O:19])=[O:18])[N:3]([CH2:32][C:33]([O:35][CH2:36][CH3:37])=[O:34])[C:2]=1[CH3:1])#[N:8] |f:1.2.3,5.6|. Procedure: A mixture of 2,4-dimethyl-5-(2-(pyrrolidin-1-ylsulfonyl)benzyl)-1H-pyrrole-3-carbonitrile (513.6 mg, 1.495 mmol), TBAI (55.2 mg, 0.150 mmol), cesium carbonate (1462 mg, 4.49 mmol), and ethyl bromoacetate (250 μl, 2.243 mmol) in DMF (7.5 ml) was heated at 60° C. for 4 hours. The mixture was diluted in ethyl acetate (100 ml) and washed with water (50 ml×3). The organic layer was dried, filtered, and evaporated to give an oil. This oil was purified by column chromatography (0 to 40% ethyl acetate i... The reactants are C(C)(C)(C)OC(N[C@@H](C)C(CCC)O)=O (tert-butyl((2S)-3-hydroxyhexan-2-yl)carbamate), [N+](=O)([O-])C1=CC=C(C(=O)[O-])C=C1 (4-nitrobenzoate), C1(=CC=CC=C1)P(C1=CC=CC=C1)C1=CC=CC=C1 (triphenylphosphine), N(=NC(=O)OC(C)C)C(=O)OC(C)C (diisopropyl azodicarboxylate). Solvent: O1CCCC1 (tetrahydrofuran). Run at time 14 hour. Yields the product [N+](=O)([O-])C1=CC=C(C(=O)OC([C@H](C)NC(=O)OC(C)(C)C)CCC)C=C1 ((2S)-2-((tert-butoxycarbonyl)amino)hexane-3-yl 4-nitrobenzoate). Yield: 59.3%. As a reaction SMILES: [N+:1]([C:4]1[CH:12]=[CH:11][C:7]([C:8]([O-:10])=[O:9])=[CH:6][CH:5]=1)([O-:3])=[O:2].C1(P(C2C=CC=CC=2)C2C=CC=CC=2)C=CC=CC=1.N(C(OC(C)C)=O)=NC(OC(C)C)=O.[C:46]([O:50][C:51](=[O:60])[NH:52][C@H:53]([CH:55](O)[CH2:56][CH2:57][CH3:58])[CH3:54])([CH3:49])([CH3:48])[CH3:47]>O1CCCC1>[N+:1]([C:4]1[CH:5]=[CH:6][C:7]([C:8]([O:10][CH:55]([CH2:56][CH2:57][CH3:58])[C@@H:53]([NH:52][C:51]([O:50][C:46]([CH3:49])([CH3:48])[CH3:47])=[O:60])[CH3:54])=[O:9])=[CH:11][CH:12]=1)([O-:3])=[O:2]. Procedure details: 4-nitrobenzoate (16.3 g), triphenylphosphine (32 g), and diisopropyl azodicarboxylate (40% toluene solution) (64 ml) were added dropwise to a tetrahydrofuran (50 ml) solution containing tert-butyl((2S)-3-hydroxyhexan-2-yl)carbamate (17 g) for 30 minutes, followed by stirring at room temperature for 14 hours. The solvent was distilled away from the reaction solution under reduced pressure, the obtained residue was purified by silica gel chromatography (n-hexane:ethyl acetate=5.5:1), and a yellow ...